Dataset: the Open Reaction Database (ORD), a public repository of structured organic reaction records. Task: describe an organic reaction: reactants, conditions, products, and yield The reactants are CN(C)C=O, O=C=Nc1ccc(F)cc1, Nc1ccc(Oc2ccnc(N)c2)cc1, C1CCOC1. The product is Nc1cc(Oc2ccc(NC(=O)Nc3ccc(F)cc3)cc2)ccn1. Reaction SMILES: [CH3:31][N:32]([CH3:33])[CH:34]=[O:35].[F:16][c:17]1[cH:18][cH:19][c:20]([N:23]=[C:24]=[O:25])[cH:21][cH:22]1.[NH2:1][c:2]1[n:3][cH:4][cH:5][c:6]([O:8][c:9]2[cH:10][cH:11][c:12]([NH2:15])[cH:13][cH:14]2)[cH:7]1.[O:26]1[CH2:27][CH2:28][CH2:29][CH2:30]1>>[NH2:1][c:2]1[n:3][cH:4][cH:5][c:6]([O:8][c:9]2[cH:10][cH:11][c:12]([NH:15][C:24]([NH:23][c:20]3[cH:19][cH:18][c:17]([F:16])[cH:22][cH:21]3)=[O:25])[cH:13][cH:14]2)[cH:7]1.